From a dataset of the Open Reaction Database (ORD), a public repository of structured organic reaction records. describe an organic reaction: reactants, conditions, products, and yield Reactants: C1(=CC=CC=C1)/C=C/C=1OC=C(N1)COC1=C(C=CC=C1)CCCO (3-[2-[2-[(E)-2-phenylethenyl]-4-oxazolylmethoxy]phenyl]propanol), N1N=CN=C1 (1,2,4-triazole). Product: C1(=CC=CC=C1)/C=C/C=1OC=C(N1)COC1=C(C=CC=C1)CCCN1N=CN=C1 (1-[3-[2-[2-[(E)-2-phenylethenyl]-4-oxazolylmethoxy]phenyl]propyl]-1,2,4-triazole). As a reaction SMILES: [C:1]1(/[CH:7]=[CH:8]/[C:9]2[O:10][CH:11]=[C:12]([CH2:14][O:15][C:16]3[CH:21]=[CH:20][CH:19]=[CH:18][C:17]=3[CH2:22][CH2:23][CH2:24]O)[N:13]=2)[CH:6]=[CH:5][CH:4]=[CH:3][CH:2]=1.[NH:26]1[CH:30]=[N:29][CH:28]=[N:27]1>>[C:1]1(/[CH:7]=[CH:8]/[C:9]2[O:10][CH:11]=[C:12]([CH2:14][O:15][C:16]3[CH:21]=[CH:20][CH:19]=[CH:18][C:17]=3[CH2:22][CH2:23][CH2:24][N:26]3[CH:30]=[N:29][CH:28]=[N:27]3)[N:13]=2)[CH:6]=[CH:5][CH:4]=[CH:3][CH:2]=1. Procedure details: In substantially the same manner as in Working Example 1, 3-[2-[2-[(E)-2-phenylethenyl]-4-oxazolylmethoxy]phenyl]propanol was allowed to react with 1,2,4-triazole to give 1-[3-[2-[2-[(E)-2-phenylethenyl]-4-oxazolylmethoxy]phenyl]propyl]-1,2,4-triazole. The yield was 54%. Recrystallization from ethyl acetate-hexane gave colorless prisms, mp 72-73° C. The yield is 54.0%. Reactants: BrC=1C=C2C=CNC2=CC1 (5-bromoindole), C=O (formaldehyde), CC1(OC(=O)CC(=O)O1)C (Meldrum's acid), N1[C@H](C(=O)O)CCC1 (proline). Solvent: C(C)#N (acetonitrile). Run at time 24 hour. The product is CC1(OC(C(C(O1)=O)CC1=CNC2=CC=C(C=C12)Br)=O)C (3-(2,2-dimethyl-4,6-dioxo-1,3-dioxane-5-yl)methyl-5-bromoindole). Yield: 417.3%. Reaction SMILES: [Br:1][C:2]1[CH:3]=[C:4]2[C:8](=[CH:9][CH:10]=1)[NH:7][CH:6]=[CH:5]2.[CH3:11][C:12]1([CH3:20])[O:19][C:17](=[O:18])[CH2:16][C:14](=[O:15])[O:13]1.N1CCC[C@H:22]1C(O)=O.C=O>C(#N)C>[CH3:11][C:12]1([CH3:20])[O:19][C:17](=[O:18])[CH:16]([CH2:22][C:5]2[C:4]3[C:8](=[CH:9][CH:10]=[C:2]([Br:1])[CH:3]=3)[NH:7][CH:6]=2)[C:14](=[O:15])[O:13]1. Procedure details: A solution of 5-bromoindole (10.07 g, 51 mmol), Meldrum's acid (7.38 g, 51 mmol), proline (1.24 g), and 5.2 ml of 30% aqueous formaldehyde in 100 ml of acetonitrile was allowed to stand at room temperature for 24 hours. The acetonitrile was removed in vacuo. Crystallization of the product from methanol (50 ml) provided 15.83 g of 3-(2,2-dimethyl-4,6-dioxo-1,3-dioxane-5-yl)methyl-5-bromoindole as a white solid. The reactants are Cl.NC1=CC=C(C=C1)C(C(=O)OCC)(CCC)C (ethyl 2-(4-aminophenyl)-2-methylpentanoate hydrochloride), [Cl-].O[NH3+] (hydroxylammonium chloride), resultant suspension, ClC(C(O)O)(Cl)Cl (chloral hydrate), [O-]S(=O)(=O)[O-].[Na+].[Na+] (Na2SO4). Product: O\N=C\C(=O)NC1=CC=C(C=C1)C(C(=O)OCC)(CCC)C (Ethyl 2-[4-[[(2E)-2-hydroxyiminoacetyl]amino]phenyl]-2-methylpentanoate). As a reaction SMILES: Cl[C:2](Cl)(Cl)[CH:3]([OH:5])O.[O-]S([O-])(=O)=O.[Na+].[Na+].Cl.[NH2:16][C:17]1[CH:22]=[CH:21][C:20]([C:23]([CH3:32])([CH2:29][CH2:30][CH3:31])[C:24]([O:26][CH2:27][CH3:28])=[O:25])=[CH:19][CH:18]=1.[Cl-].[OH:34][NH3+:35]>O>[OH:34]/[N:35]=[CH:2]/[C:3]([NH:16][C:17]1[CH:18]=[CH:19][C:20]([C:23]([CH3:32])([CH2:29][CH2:30][CH3:31])[C:24]([O:26][CH2:27][CH3:28])=[O:25])=[CH:21][CH:22]=1)=[O:5] |f:1.2.3,4.5,6.7|. Run in O (water), O (water), O (water). Run at temperature 23 celsius, time 10 minute. Reported procedure: 1.819 g of chloral hydrate are dissolved in 20 ml of water, 2.841 g of Na2SO4 are added, and the mixture is stirred at 23° C. for 10 min. A solution of 2.3 g of ethyl 2-(4-aminophenyl)-2-methylpentanoate hydrochloride in 20 ml of water is added to this solution. 2.1 g of hydroxylammonium chloride in 10 ml of water are added to the resultant suspension, and the mixture is stirred at 60° C. for 4 h. The mixture is subsequently allowed to cool, during which an orange oil deposits. This mixture is w...